Dataset: the Open Reaction Database (ORD), a public repository of structured organic reaction records. Task: describe an organic reaction: reactants, conditions, products, and yield Reactants: [Li], NC1CCC2C(S(=O)(=O)c3ccccc3)CC1(c1ccccc1)N2Cc1ccccc1, C1CCOC1, c1ccc2ccccc2c1. Product: NC1CCC2CCC1(c1ccccc1)N2Cc1ccccc1. Reaction SMILES: [Li:1].[NH2:12][CH:13]1[C:14]2([c:37]3[cH:38][cH:39][cH:40][cH:41][cH:42]3)[CH2:15][CH:16]([S:28]([c:29]3[cH:30][cH:31][cH:32][cH:33][cH:34]3)(=[O:35])=[O:36])[CH:17]([CH2:18][CH2:19]1)[N:20]2[CH2:21][c:22]1[cH:23][cH:24][cH:25][cH:26][cH:27]1.[O:43]1[CH2:44][CH2:45][CH2:46][CH2:47]1.[cH:2]1[cH:3][c:4]2[c:5]([cH:6][cH:7][cH:8][cH:9]2)[cH:10][cH:11]1>>[NH2:12][CH:13]1[C:14]2([c:37]3[cH:38][cH:39][cH:40][cH:41][cH:42]3)[CH2:15][CH2:16][CH:17]([CH2:18][CH2:19]1)[N:20]2[CH2:21][c:22]1[cH:23][cH:24][cH:25][cH:26][cH:27]1. Starting materials: C1(=CC=CC=C1)C(CN(CC1=C(C(=CC=C1)C(F)(F)F)Cl)CCCOC1=CC(=CC=C1)C(=O)OC)C1=CC=CC=C1 (N-(2,2-diphenylethyl)-N-(2-chloro-3-trifluoromethylbenzyl)-3-(3-carbomethoxyphenoxy)propylamine), [OH-].[Na+] (NaOH), Cl (HCl). The solvent is CO (MeOH), O (H2O), O (H2O). The product is Cl.C1(=CC=CC=C1)C(CN(CC1=C(C(=CC=C1)C(F)(F)F)Cl)CCCOC1=CC(=CC=C1)C(=O)O)C1=CC=CC=C1 (N-(2,2-Diphenylethyl)-N-(2-chloro-3-trifluoromethylbenzyl)-3-(3-carboxyphenoxy)propylamine hydrochloride salt). Yield: 81.2%. Reaction SMILES: [C:1]1([CH:7]([C:36]2[CH:41]=[CH:40][CH:39]=[CH:38][CH:37]=2)[CH2:8][N:9]([CH2:22][CH2:23][CH2:24][O:25][C:26]2[CH:31]=[CH:30][CH:29]=[C:28]([C:32]([O:34]C)=[O:33])[CH:27]=2)[CH2:10][C:11]2[CH:16]=[CH:15][CH:14]=[C:13]([C:17]([F:20])([F:19])[F:18])[C:12]=2[Cl:21])[CH:6]=[CH:5][CH:4]=[CH:3][CH:2]=1.[OH-].[Na+].Cl>CO.O>[ClH:21].[C:36]1([CH:7]([C:1]2[CH:2]=[CH:3][CH:4]=[CH:5][CH:6]=2)[CH2:8][N:9]([CH2:22][CH2:23][CH2:24][O:25][C:26]2[CH:31]=[CH:30][CH:29]=[C:28]([C:32]([OH:34])=[O:33])[CH:27]=2)[CH2:10][C:11]2[CH:16]=[CH:15][CH:14]=[C:13]([C:17]([F:18])([F:20])[F:19])[C:12]=2[Cl:21])[CH:41]=[CH:40][CH:39]=[CH:38][CH:37]=1 |f:1.2,6.7|. Procedure details: A solution of N-(2,2-diphenylethyl)-N-(2-chloro-3-trifluoromethylbenzyl)-3-(3-carbomethoxyphenoxy)propylamine (65 mg, 0.11 mmol) in MeOH (5 mL), H2O (1 mL), and 2.5N NaOH (0.5 mL) was heated at 50° C. for 3 h. The reaction was cooled, diluted with H2O, acidified with 3N HCl to pH=4, and extracted with EtOAc. The extracts were dried and the solvent removed. The residue was dissolved in Et2O and treated with 4N HCl in dioxane. The precipatated solid was filtered, washed with Et2O, dried, and conce... The reactants are chlorides, chlorides, benzoic acids, ClC1=C(C(=O)O)C=C(C(=C1)[N+](=O)[O-])F (2-Chloro-5-fluoro-4-nitrobenzoic acid), [F-].[K+] (KF). Run in C1CCCS1(=O)=O (tetramethylenesulfone). Reaction conditions: temperature 150 celsius. Yields the product ClC1=C(C(=O)O)C=C(C(=C1)F)F (2-Chloro-4,5-difluorobenzoic acid), product. Yield: 24.0%. As a reaction SMILES: [Cl:1][C:2]1[CH:10]=[C:9]([N+]([O-])=O)[C:8]([F:14])=[CH:7][C:3]=1[C:4]([OH:6])=[O:5].[F-:15].[K+]>C1S(=O)(=O)CCC1>[Cl:1][C:2]1[CH:10]=[C:9]([F:15])[C:8]([F:14])=[CH:7][C:3]=1[C:4]([OH:6])=[O:5] |f:1.2|. Procedure: The combined benzoic acids made in each of Examples 3, 11 and 12 (consisting of compounds 5 and 6 in a ratio of about 2:1) were converted to the corresponding acid chlorides as in Example 4. The acid chlorides (2 g, 8.4 mmol) were dissolved in 4 ml of tetramethylenesulfone and treated with spray-dried KF (2.0 g, 34.5 mmol). The mixture was heated at 150° C. under nitrogen for 3 hours and the product distilled at 70°-75° C./15 mm. The acid fluoride collected was hydrolyzed with water and the prod... Reactants: N1C=C(C=C1)C(=O)OC (methyl pyrrole-3-carboxylate), ClC1=C(C=C(C=C1)Cl)SCl (2,5-Dichlorobenzenesulfenyl chloride). Solvent: C(Cl)Cl (methylene chloride). Product: ClC1=C(C=C(C=C1)Cl)SC1=CC(=CN1)C(=O)OC (Methyl 5-(2,5-Dichlorophenylthio)pyrrole-3-carboxylate). RXN SMILES: [NH:1]1[CH:5]=[CH:4][C:3]([C:6]([O:8][CH3:9])=[O:7])=[CH:2]1.[Cl:10][C:11]1[CH:16]=[CH:15][C:14]([Cl:17])=[CH:13][C:12]=1[S:18]Cl>C(Cl)Cl>[Cl:10][C:11]1[CH:16]=[CH:15][C:14]([Cl:17])=[CH:13][C:12]=1[S:18][C:5]1[NH:1][CH:2]=[C:3]([C:6]([O:8][CH3:9])=[O:7])[CH:4]=1. Procedure details: Under a nitrogen atmosphere, methyl pyrrole-3-carboxylate (2.5 g., 20 mmoles) was dissolved in 50 ml. of methylene chloride and cooled with stirring in an ice-water bath. 2,5-Dichlorobenzenesulfenyl chloride (4.24 g., 20 mmoles) was added dropwise. The bath was removed and the reaction stirred for 1 hour at room temperature, at which time thin layer chromatography (silica gel with ethyl acetate-1/hexane-5/5% acetic acid as eluant) indicated that virtually all of the starting pyrrole ester had be... Reactants: C1(CCCCC1)C1=CC=C(C=C1)C1=CC=C(C=C1)CC=1NC=C(N1)C1=C(C=C(C=C1)Cl)Cl (2-(4′-Cyclohexyl-biphenyl-4-ylmethyl)-4-(2,4-dichloro-phenyl)-1H-imidazole), FC1=C(C=C(C=C1)[N+](=O)[O-])C (2-fluoro-5-nitrotoluene). Product: C1(CCCCC1)C1=CC=C(C=C1)C1=CC=C(C=C1)CC=1N(C=C(N1)C1=C(C=C(C=C1)Cl)Cl)C1=C(C=C(C=C1)[N+](=O)[O-])C (2-(4′-cyclohexyl-biphenyl-4-ylmethyl)-4-(2,4-dichloro-phenyl)-1-(2-methyl-4-nitro-phenyl)-1H-imidazole). As a reaction SMILES: [CH:1]1([C:7]2[CH:12]=[CH:11][C:10]([C:13]3[CH:18]=[CH:17][C:16]([CH2:19][C:20]4[NH:21][CH:22]=[C:23]([C:25]5[CH:30]=[CH:29][C:28]([Cl:31])=[CH:27][C:26]=5[Cl:32])[N:24]=4)=[CH:15][CH:14]=3)=[CH:9][CH:8]=2)[CH2:6][CH2:5][CH2:4][CH2:3][CH2:2]1.F[C:34]1[CH:39]=[CH:38][C:37]([N+:40]([O-:42])=[O:41])=[CH:36][C:35]=1[CH3:43]>>[CH:1]1([C:7]2[CH:8]=[CH:9][C:10]([C:13]3[CH:18]=[CH:17][C:16]([CH2:19][C:20]4[N:21]([C:34]5[CH:39]=[CH:38][C:37]([N+:40]([O-:42])=[O:41])=[CH:36][C:35]=5[CH3:43])[CH:22]=[C:23]([C:25]5[CH:30]=[CH:29][C:28]([Cl:31])=[CH:27][C:26]=5[Cl:32])[N:24]=4)=[CH:15][CH:14]=3)=[CH:11][CH:12]=2)[CH2:2][CH2:3][CH2:4][CH2:5][CH2:6]1. Procedure details: 2-(4′-Cyclohexyl-biphenyl-4-ylmethyl)-4-(2,4-dichloro-phenyl)-1H-imidazole (250 mg, 0.54 mmol) was treated according to general procedure B using 2-fluoro-5-nitrotoluene to provide 2-(4′-cyclohexyl-biphenyl-4-ylmethyl)-4-(2,4-dichloro-phenyl)-1-(2-methyl-4-nitro-phenyl)-1H-imidazole, which was collected without purification. Treatment of the nitro compound as described in general procedure C provided 5-{4-[2-(4′-cyclohexyl-biphenyl-4-ylmethyl)-4-(2,4-dichloro-phenyl)-imidazol-1-yl]-3-methyl-phen...